The task is: describe an organic reaction: reactants, conditions, products, and yield. This data is from the Open Reaction Database (ORD), a public repository of structured organic reaction records. The reactants are COC(=O)c1cc(O)c(Cl)c(OC)c1, OCCc1ccc(Cl)cc1Cl, CCOC(=O)N=NC(=O)OCC, C1CCOC1, c1ccc(P(c2ccccc2)c2ccccc2)cc1. Product: COC(=O)c1cc(OC)c(Cl)c(OCCc2ccc(Cl)cc2Cl)c1. As a reaction SMILES: [CH3:1][O:2][C:3]([c:4]1[cH:5][c:6]([OH:13])[c:7]([Cl:12])[c:8]([O:10][CH3:11])[cH:9]1)=[O:14].[Cl:15][c:16]1[c:17]([CH2:23][CH2:24][OH:25])[cH:18][cH:19][c:20]([Cl:22])[cH:21]1.[O:45]=[C:46]([O:47][CH2:48][CH3:49])[N:50]=[N:51][C:52]([O:53][CH2:54][CH3:55])=[O:56].[O:57]1[CH2:58][CH2:59][CH2:60][CH2:61]1.[c:26]1([P:27]([c:28]2[cH:29][cH:30][cH:31][cH:32][cH:33]2)[c:34]2[cH:35][cH:36][cH:37][cH:38][cH:39]2)[cH:40][cH:41][cH:42][cH:43][cH:44]1>>[CH3:1][O:2][C:3]([c:4]1[cH:5][c:6]([O:25][CH2:24][CH2:23][c:17]2[c:16]([Cl:15])[cH:21][c:20]([Cl:22])[cH:19][cH:18]2)[c:7]([Cl:12])[c:8]([O:10][CH3:11])[cH:9]1)=[O:14]. As a reaction SMILES: [CH3:1][O:2][C:3]([C:5]1[S:6][C:7]([C:19]2[CH:24]=[CH:23][CH:22]=[CH:21][CH:20]=2)=[CH:8][C:9]=1[NH:10][CH2:11][CH:12]1[CH2:17][CH2:16][CH2:15][N:14]([CH3:18])[CH2:13]1)=[O:4].[CH3:25][C@H:26]1[CH2:31][CH2:30][C@H:29]([C:32](Cl)=[O:33])[CH2:28][CH2:27]1>ClCCCl.CCOC(C)=O>[CH3:1][O:2][C:3]([C:5]1[S:6][C:7]([C:19]2[CH:20]=[CH:21][CH:22]=[CH:23][CH:24]=2)=[CH:8][C:9]=1[N:10]([C:32]([CH:29]1[CH2:30][CH2:31][CH:26]([CH3:25])[CH2:27][CH2:28]1)=[O:33])[CH2:11][CH:12]1[CH2:17][CH2:16][CH2:15][N:14]([CH3:18])[CH2:13]1)=[O:4]. Reactants: COC(=O)C=1SC(=CC1NCC1CN(CCC1)C)C1=CC=CC=C1 (3-[(1-Methyl-piperidin-3-ylmethyl)-amino]-5-phenyl-thiophene-2-carboxylic acid methyl ester), C[C@@H]1CC[C@H](CC1)C(=O)Cl (trans-4-Methyl-cyclohexanecarbonyl chloride). Run in ClCCCl (1,2-dichloroethane), ClCCCl (1,2-dichloroethane), CCOC(=O)C (EtOAc). Procedure details: 3-[(1-Methyl-piperidin-3-ylmethyl)-amino]-5-phenyl-thiophene-2-carboxylic acid methyl ester (162 mg, 0.348 mmol) was dissolved in 1,2-dichloroethane (3.0 mL) and treated with trans-4-Methyl-cyclohexanecarbonyl chloride in 1,2-dichloroethane (1.0 mL, 0.43 mol). The solution was heated at reflux for 1 day. The solvent was then evaporated and the residue purified by silica gel column chromatography using hexanes:EtOAc as eluent to provide 3-[(4-Methyl-cyclohexanecarbonyl)-(1-methyl-piperidin-3-ylme... Isolated yield 95.0%. The product is COC(=O)C=1SC(=CC1N(CC1CN(CCC1)C)C(=O)C1CCC(CC1)C)C1=CC=CC=C1 (3-[(4-Methyl-cyclohexanecarbonyl)-(1-methyl-piperidin-3-ylmethyl)-amino]-5-phenyl-thiophene-2-carboxylic acid methyl ester).